Dataset: the Open Reaction Database (ORD), a public repository of structured organic reaction records. Task: describe an organic reaction: reactants, conditions, products, and yield Starting materials: [Br-], COC(=O)CC(C)=O, CCCC[N+](CCCC)(CCCC)CCCC, Cc1ccccc1, O=C[O-], Cl, O=CCCSc1ccc(C(F)(F)F)cc1, [NH4+], [Na+], [OH-], O. Product: CC(=O)CC(O)CCSc1ccc(C(F)(F)F)cc1. RXN SMILES: [Br-:32].[C:1]([CH2:2][C:3](=[O:4])[CH3:5])([O:6][CH3:7])=[O:8].[CH3:33][CH2:34][CH2:35][CH2:36][N+:37]([CH2:38][CH2:39][CH2:40][CH3:41])([CH2:42][CH2:43][CH2:44][CH3:45])[CH2:46][CH2:47][CH2:48][CH3:49].[CH3:50][c:51]1[cH:52][cH:53][cH:54][cH:55][cH:56]1.[CH:12]([O-:13])=[O:14].[ClH:11].[F:16][C:17]([c:18]1[cH:19][cH:20][c:21]([S:24][CH2:25][CH2:26][CH:27]=[O:28])[cH:22][cH:23]1)([F:29])[F:30].[NH4+:15].[Na+:10].[OH-:9].[OH2:31]>>[CH2:2]([C:3](=[O:4])[CH3:5])[CH:27]([CH2:26][CH2:25][S:24][c:21]1[cH:20][cH:19][c:18]([C:17]([F:16])([F:29])[F:30])[cH:23][cH:22]1)[OH:28]. The reactants are CNCCc1ccccc1, O=C1N(c2ccc(OC(F)(F)F)cc2)CCC12CCN(S(=O)(=O)Cl)CC2. Yields the product CN(CCc1ccccc1)S(=O)(=O)N1CCC2(CCN(c3ccc(OC(F)(F)F)cc3)C2=O)CC1. RXN SMILES: [CH3:27][NH:28][CH2:29][CH2:30][c:31]1[cH:32][cH:33][cH:34][cH:35][cH:36]1.[O:1]=[C:2]1[N:3]([c:16]2[cH:17][cH:18][c:19]([O:22][C:23]([F:24])([F:25])[F:26])[cH:20][cH:21]2)[CH2:4][CH2:5][C:6]12[CH2:7][CH2:8][N:9]([S:12](=[O:13])(=[O:14])[Cl:15])[CH2:10][CH2:11]2>>[O:1]=[C:2]1[N:3]([c:16]2[cH:17][cH:18][c:19]([O:22][C:23]([F:24])([F:25])[F:26])[cH:20][cH:21]2)[CH2:4][CH2:5][C:6]12[CH2:7][CH2:8][N:9]([S:12](=[O:13])(=[O:14])[N:28]([CH3:27])[CH2:29][CH2:30][c:31]1[cH:32][cH:33][cH:34][cH:35][cH:36]1)[CH2:10][CH2:11]2. The reactants are CC1=C(C=CC(=C1)OCCC)[N+](=O)[O-] (2-methyl-4-propoxy-1-nitrobenzene), CO (MeOH). Reagents/catalysts: [Pd] (Pd/C). The solvent is CCOC(=O)C (EtOAc). Run at time 4 hour. Yields the product CC1=C(N)C=CC(=C1)OCCC (2-methyl-4-propoxyaniline). The yield is 84.9%. RXN SMILES: [CH3:1][C:2]1[CH:7]=[C:6]([O:8][CH2:9][CH2:10][CH3:11])[CH:5]=[CH:4][C:3]=1[N+:12]([O-])=O.CO>CCOC(C)=O.[Pd]>[CH3:1][C:2]1[CH:7]=[C:6]([O:8][CH2:9][CH2:10][CH3:11])[CH:5]=[CH:4][C:3]=1[NH2:12]. Procedure details: Compound 404b (3.78 g, 19.4 mmol) was dissolved in EtOAc (20 mL) and MeOH (20 mL) and transferred to a 250 mL hydrogenation flask. 10% Pd/C (378 mg, 10% w/w) was added and the sample was hydrogenated for 4 h at 35 psi H2. Upon completion, the mixture was filtered over a bed of Celite and then concentrated in vacuo. The residue was dissolved in EtOAc (100 mL) and washed with NaHCO3 (100 mL×3). The organic layer was separated and then dried over Na2SO4 to provide a crude brown oil which was furthe... Reactants: Cl (hydrochloric acid), [Mg] (magnesium), BrC1=CC=CC=C1 (bromobenzene), C(C)OC(CCl)=O (chloroacetic acid ethyl ester). Solvent: CCOCC (ether). Reaction conditions: time 1 hour. The product is ClCC(O)(C1=CC=CC=C1)C1=CC=CC=C1 (2-Chloro-1,1-diphenyl-ethan-1-ol). Reaction SMILES: [Mg].Br[C:3]1[CH:8]=[CH:7][CH:6]=[CH:5][CH:4]=1.C(O[C:12](=[O:15])[CH2:13][Cl:14])C.Cl>CCOCC>[Cl:14][CH2:13][C:12]([C:3]1[CH:8]=[CH:7][CH:6]=[CH:5][CH:4]=1)([C:3]1[CH:8]=[CH:7][CH:6]=[CH:5][CH:4]=1)[OH:15]. Procedure details: 15 g of magnesium chips are reacted with 94.2 g of bromobenzene in 250 ml of absolute ether at 30° to 35° C., followed by the dropwise addition over a period of 30 minutes at 0° to 10° C. of 24.5 g of chloroacetic acid ethyl ester. After stirring for 1 hour, the reaction mixture is poured onto ice, acidified with dilute hydrochloric acid and extracted by shaking with methylene chloride. The organic phase is washed twice with water, subsequently dried over sodium sulphate and concentrated in vacu... Starting materials: CC1CCCN1CCc1nc2ccc(Br)cc2s1, CCOC(=O)C1=C(O)Nc2cc(Br)ccc2S1, c1ccc(-c2ccccc2P(C2CCCCC2)C2CCCCC2)cc1, CC(C)O, [Na+], [Na+], O=C([O-])[O-], O, OB(O)c1cccnc1. The product is CC1CCCN1CCc1nc2ccc(-c3cccnc3)cc2s1. RXN SMILES: [Br:1][c:2]1[cH:3][c:4]2[c:5]([n:6][c:7]([CH2:9][CH2:10][N:11]3[CH:12]([CH3:16])[CH2:13][CH2:14][CH2:15]3)[s:8]2)[cH:17][cH:18]1.[CH2:53]([O:54][C:55]([C:56]1=[C:66]([OH:67])[NH:65][c:64]2[c:58]([cH:59][cH:60][c:61]([Br:62])[cH:63]2)[S:57]1)=[O:68])[CH3:69].[CH:28]1([P:29]([CH:30]2[CH2:31][CH2:32][CH2:33][CH2:34][CH2:35]2)[c:36]2[cH:37][cH:38][cH:39][cH:40][c:41]2-[c:42]2[cH:43][cH:44][cH:45][cH:46][cH:47]2)[CH2:48][CH2:49][CH2:50][CH2:51][CH2:52]1.[CH:76]([OH:77])([CH3:78])[CH3:79].[Na+:70].[Na+:71].[O-:72][C:73](=[O:74])[O-:75].[OH2:80].[n:19]1[cH:20][c:21]([B:25]([OH:26])[OH:27])[cH:22][cH:23][cH:24]1>>[c:2]1(-[c:21]2[cH:20][n:19][cH:24][cH:23][cH:22]2)[cH:3][c:4]2[c:5]([n:6][c:7]([CH2:9][CH2:10][N:11]3[CH:12]([CH3:16])[CH2:13][CH2:14][CH2:15]3)[s:8]2)[cH:17][cH:18]1. Reactants: Cl (HCl), [OH-].[Na+] (NaOH), OO (hydrogen peroxide), C(#N)C=1C=C(C=CC1)C1=NC(C(N1)=O)(C1=CC=CC=C1)C1=CC=CC=C1 (2-(3-Cyanophenyl)-3,5-dihydro-5,5-diphenyl-4H-imidazol-4-one). Run in CCO (EtOH). Run at time 3 hour. The product is NC(=O)C=1C=C(C=CC1)C1=NC(C(N1)=O)(C1=CC=CC=C1)C1=CC=CC=C1 (2-(3-Aminocarbonylphenyl)-3,5-dihydro-5,5-diphenyl-4H-imidazol-4-one). The yield is 63.0%. Reaction SMILES: [C:1]([C:3]1[CH:4]=[C:5]([C:9]2[NH:13][C:12](=[O:14])[C:11]([C:21]3[CH:26]=[CH:25][CH:24]=[CH:23][CH:22]=3)([C:15]3[CH:20]=[CH:19][CH:18]=[CH:17][CH:16]=3)[N:10]=2)[CH:6]=[CH:7][CH:8]=1)#[N:2].[OH-:27].[Na+].OO.Cl>CCO>[NH2:2][C:1]([C:3]1[CH:4]=[C:5]([C:9]2[NH:13][C:12](=[O:14])[C:11]([C:21]3[CH:26]=[CH:25][CH:24]=[CH:23][CH:22]=3)([C:15]3[CH:20]=[CH:19][CH:18]=[CH:17][CH:16]=3)[N:10]=2)[CH:6]=[CH:7][CH:8]=1)=[O:27] |f:1.2|. Reported procedure: To a 50 mL flask was added 0.300 g (0.889 mmol) of the 3-cyano derivative (Example 2) and 6 mL of 95% EtOH. The solution was stirred until homogeneous and then 1 mL of 6M NaOH and 1 mL of 30% hydrogen peroxide were added and the rxn was heated to reflux and allowed to stir for 3 h. Upon completion the reaction was cooled to rt and neutralized with conc. HCl. The solvent was evaporated in vacuo, and the crude residue was purified by column chromatography (Silica gel/Hexanes:Acetone 4:1) producing... The reactants are ClCCl, COc1ccccc1N1CCNCC1, O=CCCc1cc(-c2cccc(Oc3ccccc3)c2)no1. Product: COc1ccccc1N1CCN(CCCc2cc(-c3cccc(Oc4ccccc4)c3)no2)CC1. As a reaction SMILES: [CH2:37]([Cl:38])[Cl:39].[CH3:23][O:24][c:25]1[c:26]([N:31]2[CH2:32][CH2:33][NH:34][CH2:35][CH2:36]2)[cH:27][cH:28][cH:29][cH:30]1.[O:1]([c:2]1[cH:3][cH:4][cH:5][cH:6][cH:7]1)[c:8]1[cH:9][c:10](-[c:14]2[n:15][o:16][c:17]([CH2:19][CH2:20][CH:21]=[O:22])[cH:18]2)[cH:11][cH:12][cH:13]1>>[O:1]([c:2]1[cH:3][cH:4][cH:5][cH:6][cH:7]1)[c:8]1[cH:9][c:10](-[c:14]2[n:15][o:16][c:17]([CH2:19][CH2:20][CH2:21][N:34]3[CH2:33][CH2:32][N:31]([c:26]4[c:25]([O:24][CH3:23])[cH:30][cH:29][cH:28][cH:27]4)[CH2:36][CH2:35]3)[cH:18]2)[cH:11][cH:12][cH:13]1. The reactants are Cl.Cl.COC([C@H](CC1=CC=C(C=C1)OC1=C(C(=NC=C1)C)C)NC(=O)[C@H]1NCC=2C=C3C(=CC2C1)OC[C@@H](O3)C3=CC=C(C=C3)OCC3CCCCC3)=O ((S)-2-{[(3S,8S)-3-(4-Cyclohexylmethoxy-phenyl)-2,3,6,7,8,9-hexahydro-[1,4]dioxino[2,3-g]isoquinoline-8-carbonyl]-amino}-3-[4-(2,3-dimethyl-pyridin-4-yloxy)-phenyl]-propionic acid methyl ester di-hydrochloride), C(C1=CC=CC=C1)=O (benzaldehyde). Yields the product COC([C@H](CC1=CC=C(C=C1)OC1=C(C(=NC=C1)C)C)NC(=O)[C@H]1N(CC=2C=C3C(=CC2C1)OC[C@@H](O3)C3=CC=C(C=C3)OCC3CCCCC3)CC3=CC=CC=C3)=O ((S)-2-{[(3S,8S)-7-benzyl-3-(4-cyclohexylmethoxy-phenyl)-2,3,6,7,8,9-hexahydro-[1,4]dioxino[2,3-g]isoquinoline-8-carbonyl]-amino}-3-[4-(2,3-dimethyl-pyridin-4-yloxy)-phenyl]-propionic acid methyl ester). As a reaction SMILES: Cl.Cl.[CH3:3][O:4][C:5](=[O:54])[C@@H:6]([NH:23][C:24]([C@@H:26]1[CH2:35][C:34]2[CH:33]=[C:32]3[O:36][CH2:37][C@H:38]([C:40]4[CH:45]=[CH:44][C:43]([O:46][CH2:47][CH:48]5[CH2:53][CH2:52][CH2:51][CH2:50][CH2:49]5)=[CH:42][CH:41]=4)[O:39][C:31]3=[CH:30][C:29]=2[CH2:28][NH:27]1)=[O:25])[CH2:7][C:8]1[CH:13]=[CH:12][C:11]([O:14][C:15]2[CH:20]=[CH:19][N:18]=[C:17]([CH3:21])[C:16]=2[CH3:22])=[CH:10][CH:9]=1.[CH:55](=O)[C:56]1[CH:61]=[CH:60][CH:59]=[CH:58][CH:57]=1>>[CH3:3][O:4][C:5](=[O:54])[C@@H:6]([NH:23][C:24]([C@@H:26]1[CH2:35][C:34]2[CH:33]=[C:32]3[O:36][CH2:37][C@H:38]([C:40]4[CH:45]=[CH:44][C:43]([O:46][CH2:47][CH:48]5[CH2:53][CH2:52][CH2:51][CH2:50][CH2:49]5)=[CH:42][CH:41]=4)[O:39][C:31]3=[CH:30][C:29]=2[CH2:28][N:27]1[CH2:55][C:56]1[CH:61]=[CH:60][CH:59]=[CH:58][CH:57]=1)=[O:25])[CH2:7][C:8]1[CH:13]=[CH:12][C:11]([O:14][C:15]2[CH:20]=[CH:19][N:18]=[C:17]([CH3:21])[C:16]=2[CH3:22])=[CH:10][CH:9]=1 |f:0.1.2|. Procedure details: (S)-2-{[(3S,8S)-3-(4-Cyclohexylmethoxy-phenyl)-2,3,6,7,8,9-hexahydro-[1,4]dioxino[2,3-g]isoquinoline-8-carbonyl]-amino}-3-[4-(2,3-dimethyl-pyridin-4-yloxy)-phenyl]-propionic acid methyl ester di-hydrochloride (19 mg) was reacted with benzaldehyde according to General Procedure D. The reaction mixture was directly purified over silica (hexanes to 1:1 hexanes EtOAc to 1:1 hexanes EtOAc+1% MeOH to 1:1 hexanes EtOAc+2% MeOH up to 1:1 hexanes EtOAc+5% MeOH) to give (S)-2-{[(3S,8S)-7-benzyl-3-(4-cyclo... The reactants are ClC=1C=C(C=NC1I)CO ((5-chloro-6-iodo-3-pyridinyl)methanol), CrO2, CrO2. Run in C(Cl)Cl (DCM). Reaction conditions: temperature 40 celsius, time 24 hour. Product: ClC=1C=C(C=NC1I)C=O (5-chloro-6-iodo-3-pyridinecarbaldehyde). Isolated yield 67.1%. As a reaction SMILES: [Cl:1][C:2]1[CH:3]=[C:4]([CH2:9][OH:10])[CH:5]=[N:6][C:7]=1[I:8]>C(Cl)Cl>[Cl:1][C:2]1[CH:3]=[C:4]([CH:9]=[O:10])[CH:5]=[N:6][C:7]=1[I:8]. Procedure: A mixture of (5-chloro-6-iodo-3-pyridinyl)methanol (392 mg, 1.455 mmol), CrO2 (Magtrieve) (2.444 g, 29.1 mmol), and DCM (20 ml) was stirred at 40° C. for 24 h. Some starting material was still observed by TLC. More CrO2 (0.61 g) was added and the suspension stirred at 40° C. overnight. TLC showed full conversion. Filtration and concentration afforded 5-chloro-6-iodo-3-pyridinecarbaldehyde (261 mg, 67%) as a brown solid pure enough to be used in the next step.